This data is from the Open Reaction Database (ORD), a public repository of structured organic reaction records. The task is: describe an organic reaction: reactants, conditions, products, and yield Starting materials: O=O (oxygen), ON1C(C=2C(C1=O)=CC=CC2)=O (N-hydroxyphthalimide), Co(AA)3, C(C)(=O)O (acetic acid). Solvent: CC=1C=CC=CC1C (o-xylene), CC=1C=CC=CC1C (o-xylene). Reaction conditions: temperature 100 celsius, time 6 hour. The product is C(C=1C(C(=O)O)=CC=CC1)(=O)O (phthalic acid), CC1=C(C(=O)O)C=CC=C1 (o-methylbenzoic acid). Isolated yield 71.0%. Reaction SMILES: [O:1]=O.ON1[C:8](=[O:9])[C:7]2=[CH:10][CH:11]=[CH:12][CH:13]=[C:6]2[C:5]1=[O:14].[C:15]([OH:18])(=[O:17])[CH3:16]>CC1C=CC=CC=1C>[C:8]([OH:1])(=[O:9])[C:7]1[C:16](=[CH:11][CH:12]=[CH:13][CH:6]=1)[C:15]([OH:18])=[O:17].[CH3:8][C:7]1[CH:10]=[CH:11][CH:12]=[CH:13][C:6]=1[C:5]([OH:14])=[O:17]. Reported procedure: In an oxygen atmosphere, a mixture of 1.06 grams (10 millimoles) of o-xylene, 0.16 gram (1 millimole) of N-hydroxyphthalimide, 0.018 gram (0.05 millimole) of acetylacetonatocobalt(III) Co(AA)3 and 25 milliliters of acetic acid was stirred at a temperature of 100° C. for 6 hours. As a result, o-xylene was transformed into phthalic acid (yield 18%) and o-methylbenzoic acid (yield 71%) with a transformation rate of 92%.